From a dataset of the Open Reaction Database (ORD), a public repository of structured organic reaction records. describe an organic reaction: reactants, conditions, products, and yield The reactants are CCCC[Sn](CCCC)(CCCC)c1ccncc1, CCOC(C)=O, Cc1ccc(S(=O)(=O)n2cc(I)c3c(NCC4CCN(C(=O)OC(C)(C)C)CC4)nc(Cl)nc32)cc1, C1COCCO1, O, c1ccc(P(c2ccccc2)(c2ccccc2)[Pd](P(c2ccccc2)(c2ccccc2)c2ccccc2)(P(c2ccccc2)(c2ccccc2)c2ccccc2)P(c2ccccc2)(c2ccccc2)c2ccccc2)cc1. Yields the product Cc1ccc(S(=O)(=O)n2cc(-c3ccncc3)c3c(NCC4CCN(C(=O)OC(C)(C)C)CC4)nc(Cl)nc32)cc1. Reaction SMILES: [CH2:37]([Sn:38]([CH2:39][CH2:40][CH2:41][CH3:48])([c:42]1[cH:43][cH:44][n:45][cH:46][cH:47]1)[CH2:49][CH2:50][CH2:51][CH3:52])[CH2:53][CH2:54][CH3:55].[CH3:57][CH2:58][O:59][C:60]([CH3:61])=[O:62].[Cl:1][c:2]1[n:3][c:4]([NH:22][CH2:23][CH:24]2[CH2:25][CH2:26][N:27]([C:30](=[O:31])[O:32][C:33]([CH3:34])([CH3:35])[CH3:36])[CH2:28][CH2:29]2)[c:5]2[c:6]([n:7]1)[n:8]([S:12](=[O:13])(=[O:14])[c:15]1[cH:16][cH:17][c:18]([CH3:19])[cH:20][cH:21]1)[cH:9][c:10]2[I:11].[O:63]1[CH2:64][CH2:65][O:66][CH2:67][CH2:68]1.[OH2:56].[cH:69]1[cH:70][cH:71][c:72]([P:73]([Pd:74]([P:75]([c:76]2[cH:77][cH:78][cH:79][cH:80][cH:81]2)([c:82]2[cH:83][cH:84][cH:85][cH:86][cH:87]2)[c:88]2[cH:89][cH:90][cH:91][cH:92][cH:93]2)([P:94]([c:95]2[cH:96][cH:97][cH:98][cH:99][cH:100]2)([c:101]2[cH:102][cH:103][cH:104][cH:105][cH:106]2)[c:107]2[cH:108][cH:109][cH:110][cH:111][cH:112]2)[P:113]([c:114]2[cH:115][cH:116][cH:117][cH:118][cH:119]2)([c:120]2[cH:121][cH:122][cH:123][cH:124][cH:125]2)[c:126]2[cH:127][cH:128][cH:129][cH:130][cH:131]2)([c:132]2[cH:133][cH:134][cH:135][cH:136][cH:137]2)[c:138]2[cH:139][cH:140][cH:141][cH:142][cH:143]2)[cH:144][cH:145]1>>[Cl:1][c:2]1[n:3][c:4]([NH:22][CH2:23][CH:24]2[CH2:25][CH2:26][N:27]([C:30](=[O:31])[O:32][C:33]([CH3:34])([CH3:35])[CH3:36])[CH2:28][CH2:29]2)[c:5]2[c:6]([n:7]1)[n:8]([S:12](=[O:13])(=[O:14])[c:15]1[cH:16][cH:17][c:18]([CH3:19])[cH:20][cH:21]1)[cH:9][c:10]2-[c:42]1[cH:43][cH:44][n:45][cH:46][cH:47]1. The reactants are [BH4-], CCOC1CN(C(=O)OC(C)(C)C)C(C(O)C(Cc2cc(F)cc(F)c2)[N+](=O)[O-])CO1, CO, Cl[Ni]Cl, [Na+]. Product: CCOC1CN(C(=O)OC(C)(C)C)C(C(O)C(N)Cc2cc(F)cc(F)c2)CO1. RXN SMILES: [BH4-:1].[C:3]([CH3:4])([CH3:5])([CH3:6])[O:7][C:8](=[O:9])[N:10]1[CH2:11][CH:12]([O:31][CH2:32][CH3:33])[O:13][CH2:14][CH:15]1[CH:16]([CH:17]([CH2:18][c:19]1[cH:20][c:21]([F:26])[cH:22][c:23]([F:25])[cH:24]1)[N+:27]([O-:28])=[O:29])[OH:30].[CH3:34][OH:35].[Cl:36][Ni:37][Cl:38].[Na+:2]>>[C:3]([CH3:4])([CH3:5])([CH3:6])[O:7][C:8](=[O:9])[N:10]1[CH2:11][CH:12]([O:31][CH2:32][CH3:33])[O:13][CH2:14][CH:15]1[CH:16]([CH:17]([CH2:18][c:19]1[cH:20][c:21]([F:26])[cH:22][c:23]([F:25])[cH:24]1)[NH2:27])[OH:30]. The reactants are FC1=C(C=CC(=C1)C(F)(F)F)NC1=NC=CC2=C(C=CC=C12)[N+](=O)[O-] (N-(2-fluoro-4-(trifluoromethyl)phenyl)-5-nitroisoquinolin-1-amine), [NH4+].[Cl-] (NH4Cl), CCO.O (EtOH H2O). The reagents and catalysts are [Fe] (iron). The product is FC1=C(C=CC(=C1)C(F)(F)F)NC=1C=2C=CN=C(C2C=CC1)N (N′-(2-fluoro-4-(trifluoromethyl)phenyl)isoquinoline-1,5-diamine). Reaction SMILES: [F:1][C:2]1[CH:7]=[C:6]([C:8]([F:11])([F:10])[F:9])[CH:5]=[CH:4][C:3]=1[NH:12][C:13]1[C:22]2[C:17](=[C:18]([N+:23]([O-])=O)C=[CH:20][CH:21]=2)[CH:16]=CN=1.[NH4+:26].[Cl-].[CH3:28][CH2:29]O.O>[Fe]>[F:1][C:2]1[CH:7]=[C:6]([C:8]([F:9])([F:10])[F:11])[CH:5]=[CH:4][C:3]=1[NH:12][C:13]1[C:22]2[CH:21]=[CH:20][N:26]=[C:18]([NH2:23])[C:17]=2[CH:16]=[CH:28][CH:29]=1 |f:1.2,3.4|. Procedure: The title compound was prepared following the procedure described in Intermediate-1, step-2 using N-(2-fluoro-4-(trifluoromethyl)phenyl)-5-nitroisoquinolin-1-amine (190 mg, 0.54 mmol), iron powder (303 mg, 5.41 mmol), and NH4Cl (232 mg, 4.32 mmol) in EtOH:H2O (3:1, 4 mL) to afford 120 mg of the title product. 1H NMR (300 MHz, DMSO-d6): δ 8.93 (s, 1H), 7.89 (t, J=8.4 Hz, 1H), 7.82 (d, J=6.0 Hz, 1H), 7.64 (d, J=10.8 Hz, 1H), 7.51 (t, 8.4 Hz, 2H), 7.40 (d, J=6.0 Hz, 1H), 7.30 (t, J=7.8 Hz, 1H0, 6.8... The reactants are ClC=1C(=C(C=CC1)CN1C(=NC(C2=C1N=C(S2)N2CCOCC2)=O)CC)C (4-[(3-chloro-2-methylphenyl)methyl]-5-ethyl-2-(4-morpholinyl)[1,3]thiazolo[4,5-d]pyrimidin-7(4H)-one), C(C)(=O)[O-].[Na+] (sodium acetate), BrBr (Bromine). Run in C(C)(=O)O (acetic acid), C(C)(=O)O (acetic acid), O (water). Conditions: time 16 hour. Product: BrC(C)C1=NC(C2=C(N1CC1=C(C(=CC=C1)Cl)C)N=C(S2)N2CCOCC2)=O (5-(1-bromoethyl)-4-[(3-chloro-2-methylphenyl)methyl]-2-(4-morpholinyl)[1,3]thiazolo[4,5-d]pyrimidin-7(4H)-one). Isolated yield 92.2%. Reaction SMILES: [Cl:1][C:2]1[C:3]([CH3:27])=[C:4]([CH2:8][N:9]2[C:14]3[N:15]=[C:16]([N:18]4[CH2:23][CH2:22][O:21][CH2:20][CH2:19]4)[S:17][C:13]=3[C:12](=[O:24])[N:11]=[C:10]2[CH2:25][CH3:26])[CH:5]=[CH:6][CH:7]=1.C([O-])(=O)C.[Na+].[Br:33]Br>C(O)(=O)C.O>[Br:33][CH:25]([C:10]1[N:9]([CH2:8][C:4]2[CH:5]=[CH:6][CH:7]=[C:2]([Cl:1])[C:3]=2[CH3:27])[C:14]2[N:15]=[C:16]([N:18]3[CH2:19][CH2:20][O:21][CH2:22][CH2:23]3)[S:17][C:13]=2[C:12](=[O:24])[N:11]=1)[CH3:26] |f:1.2|. Procedure details: In a 100 mL round bottom flask combined 4-[(3-chloro-2-methylphenyl)methyl]-5-ethyl-2-(4-morpholinyl)[1,3]thiazolo[4,5-d]pyrimidin-7(4H)-one (4.1 g, 10.13 mmol) (Example 75) and sodium acetate (1.246 g, 15.19 mmol) in acetic acid (30 mL). Bromine (0.782 mL, 15.19 mmol) in acetic acid (5 mL) was added dropwise over ˜3 min. The red colored reaction was stirred at room temperature for 16 hr. LC/MS indicated complete conversion to product. This reaction mixture was diluted with water (150 mL), produ... Reactants: O (water), product, N12NCCCCC2=CCCC1 (diazabicyclo[5.4.0]undeca-7-ene), C(Cl)Cl (methylene chloride), C1(=CC=CC=C1)S(=O)(=O)Cl (benzenesulfonyl chloride). Run in [Cl-] (chloride). The product is NC=1C=C2CC(CC2=CC1)NS(=O)(=O)C1=CC=CC=C1 (5-amino-2-benzenesulfonylaminoindan). The yield is 54.3%. As a reaction SMILES: [N:1]12[CH2:11][CH2:10][CH2:9][CH:8]=[C:7]1[CH2:6][CH2:5][CH2:4][CH2:3][NH:2]2.C(Cl)Cl.[C:15]1([S:21](Cl)(=[O:23])=[O:22])[CH:20]=[CH:19][CH:18]=[CH:17][CH:16]=1.O>[Cl-]>[NH2:2][C:3]1[CH:4]=[C:5]2[C:9](=[CH:10][CH:11]=1)[CH2:8][CH:7]([NH:1][S:21]([C:15]1[CH:20]=[CH:19][CH:18]=[CH:17][CH:16]=1)(=[O:23])=[O:22])[CH2:6]2. Procedure details: Into a solution of 4.0 g of this product in pyridinemethylene chloride is added 8.39 g of diazabicyclo[5.4.0]undeca-7-ene. Subsequently, under cooling, a methylene chloride solution of 3.36 g of benzenesulfonyl chloride is added dropwise with stirring. After the reaction, water is added, and the organic layer is separated, followed by evaporation of the solvent. The residue is crystallized from an ethanol-n-hexane mixture, purified through silica gel column chromatography, and recrystallized fro...